This data is from the Open Reaction Database (ORD), a public repository of structured organic reaction records. The task is: describe an organic reaction: reactants, conditions, products, and yield Starting materials: FC1=C(C=CC(=C1)F)[C@]([C@@H](C)N1C(N(CC1)C1=CC=C(C=C1)N1N=NN=C1)=O)(CN1N=CN=C1)O (1-[(1R,2R)-2-(2,4-difluorophenyl)-2-hydroxy-1-methyl-3-(1H-1,2,4-triazol-1-yl)propyl]-3-[4-(1H-tetrazol-1-yl)phenyl]-2-imidazolidinone), C(OCCCC(=O)OCC1=CC=CC=C1)(OCI)=O ((3-benzyloxycarbonylpropyl) iodomethyl carbonate). The solvent is C(C)#N (acetonitrile). Run at time 20 hour. Yields the product [I-].C(C1=CC=CC=C1)OC(=O)CCCOC(=O)OCN1C=N[NH+](C1)C[C@]([C@@H](C)N1C(N(CC1)C1=CC=C(C=C1)N1N=NN=C1)=O)(O)C1=C(C=C(C=C1)F)F (4-[(3-benzyloxycarbonylpropoxy)carbonyloxymethyl]-1-[(2R,3R)-2-(2,4-difluorophenyl)-2-hydroxy-3-[2-oxo-3-[4-(1H-tetrazol-1-yl)phenyl]-1-imidazolidinyl]butyl]-1H-1,2,4-triazolium iodide). The yield is 82.1%. As a reaction SMILES: [F:1][C:2]1[CH:7]=[C:6]([F:8])[CH:5]=[CH:4][C:3]=1[C@@:9]([OH:35])([CH2:29][N:30]1[CH:34]=[N:33][CH:32]=[N:31]1)[C@H:10]([N:12]1[CH2:16][CH2:15][N:14]([C:17]2[CH:22]=[CH:21][C:20]([N:23]3[CH:27]=[N:26][N:25]=[N:24]3)=[CH:19][CH:18]=2)[C:13]1=[O:28])[CH3:11].[C:36](=[O:54])([O:51][CH2:52][I:53])[O:37][CH2:38][CH2:39][CH2:40][C:41]([O:43][CH2:44][C:45]1[CH:50]=[CH:49][CH:48]=[CH:47][CH:46]=1)=[O:42]>C(#N)C>[I-:53].[CH2:44]([O:43][C:41]([CH2:40][CH2:39][CH2:38][O:37][C:36]([O:51][CH2:52][N:33]1[CH2:34][NH+:30]([CH2:29][C@@:9]([C:3]2[CH:4]=[CH:5][C:6]([F:8])=[CH:7][C:2]=2[F:1])([OH:35])[C@H:10]([N:12]2[CH2:16][CH2:15][N:14]([C:17]3[CH:22]=[CH:21][C:20]([N:23]4[CH:27]=[N:26][N:25]=[N:24]4)=[CH:19][CH:18]=3)[C:13]2=[O:28])[CH3:11])[N:31]=[CH:32]1)=[O:54])=[O:42])[C:45]1[CH:46]=[CH:47][CH:48]=[CH:49][CH:50]=1 |f:3.4|. Reported procedure: To a solution of 1-[(1R,2R)-2-(2,4-difluorophenyl)-2-hydroxy-1-methyl-3-(1H-1,2,4-triazol-1-yl)propyl]-3-[4-(1H-tetrazol-1-yl)phenyl]-2-imidazolidinone (1.0 g) in acetonitrile (15 ml) was added (3-benzyloxycarbonylpropyl) iodomethyl carbonate (1.0 g) under a nitrogen atmosphere, and the mixture was stirred for 20 hours at 45-50 C. The reaction mixture was concentrated under reduced pressure. The residue was subjected to silica gel column chromatography (eluent: ethyl acetate→acetone ), and a fra... Starting materials: C(C)OC(C(C)(C)N1N=CC(=C1)I)=O (2-(4-iodo-pyrazol-1-yl)-2-methyl-propionic acid ethyl ester), B1(OC(C(O1)(C)C)(C)C)B2OC(C(O2)(C)C)(C)C (bis(pinacolato)diboron), C(C)(=O)[O-].[K+] (potassium acetate), [1,1′-bis(diphenylphosphino)ferrocene]palladium(II) chloride dichloromethane, aqueous solution, BrC=1C=NC2=CC=C(C=C2C1)SC1=NN=C2N1N=C(C=C2)C (3-Bromo-6-(6-methyl-[1,2,4]triazolo[4,3-b]pyridazin-3-ylsulfanyl)-quinoline), dichlorobis(triphenylphosphine) palladium(0), C([O-])([O-])=O.[K+].[K+] (potassium carbonate), S(=O)(=O)([O-])[O-].[Na+].[Na+] (sodium sulfate). Solvent: CC(=O)N(C)C (DMA), CC(=O)N(C)C (DMA), O (water). Yields the product CC(C(=O)O)(C)N1N=CC(=C1)C=1C=NC2=CC=C(C=C2C1)SC1=NN=C2N1N=C(C=C2)C (2-methyl-2-{4-[6-(6-methyl-[1,2,4]triazolo[4,3-b]pyridazin-3-ylsulfanyl)-quinolin-3-yl]-pyrazol-1-yl}-propionic acid). Isolated yield 19.0%. As a reaction SMILES: C([O:3][C:4](=[O:14])[C:5]([N:8]1[CH:12]=[C:11](I)[CH:10]=[N:9]1)([CH3:7])[CH3:6])C.B1(B2OC(C)(C)C(C)(C)O2)OC(C)(C)C(C)(C)O1.C([O-])(=O)C.[K+].Br[C:39]1[CH:40]=[N:41][C:42]2[C:47]([CH:48]=1)=[CH:46][C:45]([S:49][C:50]1[N:54]3[N:55]=[C:56]([CH3:59])[CH:57]=[CH:58][C:53]3=[N:52][N:51]=1)=[CH:44][CH:43]=2.C(=O)([O-])[O-].[K+].[K+].S([O-])([O-])(=O)=O.[Na+].[Na+]>O.CC(N(C)C)=O>[CH3:7][C:5]([N:8]1[CH:12]=[C:11]([C:39]2[CH:40]=[N:41][C:42]3[C:47]([CH:48]=2)=[CH:46][C:45]([S:49][C:50]2[N:54]4[N:55]=[C:56]([CH3:59])[CH:57]=[CH:58][C:53]4=[N:52][N:51]=2)=[CH:44][CH:43]=3)[CH:10]=[N:9]1)([CH3:6])[C:4]([OH:3])=[O:14] |f:2.3,5.6.7,8.9.10|. Reported procedure: A microwave vessel was charged with 2-(4-iodo-pyrazol-1-yl)-2-methyl-propionic acid ethyl ester (50 mg, 0.162 mmol), bis(pinacolato)diboron (50 mg, 0.195 mmol), potassium acetate (48 mg, 0.486 mmol), [1,1′-bis(diphenylphosphino)ferrocene]palladium(II) chloride dichloromethane adduct (6.6 mg, 0.008 mmol), and DMA (0.6 mL). The vessel was flushed with nitrogen and capped. The reaction mixture was microwaved at 130° C. for 30 min. 3-Bromo-6-(6-methyl-[1,2,4]triazolo[4,3-b]pyridazin-3-ylsulfanyl)-qu... The reactants are [I-].[K+] (potassium iodide), C([O-])(O)=O.[Na+] (sodium bicarbonate), ClC1=CC(=CC=C1)C(=O)OO (m-chloroperbenzoic acid), C(C)(C)(C)OC(=O)N1CCC2(CC1)SCC1=C2C=CC=C1 (1′-tert-butoxycarbonyl-spiro[benzo[c]thiophene-1(3H),4′-piperidine]). Solvent: C(Cl)(Cl)Cl (chloroform). Conditions: time 30 minute. The product is C(C)(C)(C)OC(=O)N1CCC2(CC1)S(CC1=C2C=CC=C1)=O (1′-tert-Butoxycarbonyl-spiro[benzo[c]thiophene-1(3H),4′-piperidin]-2-oxide). Isolated yield 93.3%. As a reaction SMILES: [C:1]([O:5][C:6]([N:8]1[CH2:13][CH2:12][C:11]2([C:17]3[CH:18]=[CH:19][CH:20]=[CH:21][C:16]=3[CH2:15][S:14]2)[CH2:10][CH2:9]1)=[O:7])([CH3:4])([CH3:3])[CH3:2].C(=O)(O)[O-:23].[Na+].ClC1C=CC=C(C(OO)=O)C=1.[I-].[K+]>C(Cl)(Cl)Cl>[C:1]([O:5][C:6]([N:8]1[CH2:13][CH2:12][C:11]2([C:17]3[CH:18]=[CH:19][CH:20]=[CH:21][C:16]=3[CH2:15][S:14]2=[O:23])[CH2:10][CH2:9]1)=[O:7])([CH3:4])([CH3:2])[CH3:3] |f:1.2,4.5|. Procedure: In 420 ml of chloroform, 42.0 g (0.14 mole) of the 1′-tert-butoxycarbonyl-spiro[benzo[c]thiophene-1(3H),4′-piperidine] obtained in Referential Example 1(a) were dissolved, followed by the addition of 12.7 g (0.15 mole) of sodium bicarbonate. To the resulting mixture, 28.0 g (85% content, 0.14 mole) of m-chloroperbenzoic acid were added in small portions under ice-cooling. After stirring of the mixture for 30 minutes under ice-cooling, 10 g of potassium iodide were added thereto and the mixture w...